This data is from the Open Reaction Database (ORD), a public repository of structured organic reaction records. The task is: describe an organic reaction: reactants, conditions, products, and yield RXN SMILES: [CH3:1][CH:2]([CH:5]=[CH2:6])[CH2:3][OH:4].[H-].[Na+].[C:9]([O:12]I)(=[O:11])[CH3:10].[Na].Cl>C1COCC1.O.[Cl-].[Na+].O>[CH3:1][CH:2]([CH:5]=[CH2:6])[CH2:3][O:4][CH2:10][C:9]([OH:12])=[O:11] |f:1.2,3.4,8.9.10,^1:13|. Reported procedure: Under nitrogen atmosphere a suspension of 0.5 g (5.81 mmol) 2-methyl-3-buten-1-ol and 0.348 g (8.71 mmol, 60% suspension in mineral oil) NaH in 10 ml THF are stirred 3 h at rt. Solid sodium iodo acetate (1.81 g, 8.71 mmol) is added and stirring is continued for 2 h. The mixture is diluted with water and brine, acidified with 1N HCl and extracted with EtOAc. The organic phase is dried with sodium sulfate and concentrated. the residue is kugelrohr distilled at ca 1 mbar (70-110° C.) to yield the t... Reaction conditions: time 3 hour. Starting materials: Cl (HCl), CC(CO)C=C (2-methyl-3-buten-1-ol), [H-].[Na+] (NaH), C(C)(=O)OI.[Na] (sodium iodo acetate). Solvent: O (water), [Cl-].[Na+].O (brine), C1CCOC1 (THF). The product is CC(COCC(=O)O)C=C ((2-methyl-but-3-enyloxy)-acetic acid). The reactants are OC[C@@H](C)C1(CCCC1)O ((R)-1-(1-Hydroxy-2-propyl)1-cyclopentanol), N1=CC=CC=C1 (pyridine), C1(=CC=C(C=C1)S(=O)(=O)Cl)C (p-toluenesulfonyl chloride). Reagents/catalysts: S(=O)(=O)([O-])[O-].[Cu+2] (copper (II) sulfate). Solvent: ClCCl (dichloromethane). Conditions: time 2 day. Yields the product C1(=CC=C(C=C1)S(=O)(=O)OC[C@@H](C)C1(CCCC1)O)C ((R)-1-(1-p-Toluenesulfonyloxy-2-propyl) -1-cyclopentanol). Yield: 169.5%. As a reaction SMILES: [OH:1][CH2:2][C@H:3]([C:5]1([OH:10])[CH2:9][CH2:8][CH2:7][CH2:6]1)[CH3:4].N1C=CC=CC=1.[C:17]1([CH3:27])[CH:22]=[CH:21][C:20]([S:23](Cl)(=[O:25])=[O:24])=[CH:19][CH:18]=1>ClCCl.S([O-])([O-])(=O)=O.[Cu+2]>[C:17]1([CH3:27])[CH:22]=[CH:21][C:20]([S:23]([O:1][CH2:2][C@H:3]([C:5]2([OH:10])[CH2:9][CH2:8][CH2:7][CH2:6]2)[CH3:4])(=[O:25])=[O:24])=[CH:19][CH:18]=1 |f:4.5|. Procedure details: A mixture of 3a (1.79 g, 12.4 mmol) , pyridine (5 mL), and p-toluenesulfonyl chloride (4.26 g, 22.3 mmol) in dichloromethane (40 mL) was stirred below 10° C. for 2 days. The reaction mixture was poured into copper (II) sulfate solution and extracted with diethyl ether. The combined organic layers were washed with copper (II) sulfate solution, water, sodium bicarbonate solution and brine, and dried over sodium sulfate. Filtration and concentration gave 6.27 g of an oily material, which was purifi... The reactants are FC1=C(COC=2C=C(C(=O)OC)C=C(C2)[N+](=O)[O-])C=CC=C1 (methyl 3-(2-fluorobenzyloxy)-5-nitrobenzoate), CO (methanol), [OH-].[Na+] (sodium hydroxide). The solvent is O (water). Conditions: time 18 hour. The product is FC1=C(COC=2C=C(C(=O)O)C=C(C2)[N+](=O)[O-])C=CC=C1 (3-(2-fluorobenzyloxy)-5-nitrobenzoic acid). Isolated yield 85.0%. As a reaction SMILES: [F:1][C:2]1[CH:22]=[CH:21][CH:20]=[CH:19][C:3]=1[CH2:4][O:5][C:6]1[CH:7]=[C:8]([CH:13]=[C:14]([N+:16]([O-:18])=[O:17])[CH:15]=1)[C:9]([O:11]C)=[O:10].CO.[OH-].[Na+]>O>[F:1][C:2]1[CH:22]=[CH:21][CH:20]=[CH:19][C:3]=1[CH2:4][O:5][C:6]1[CH:7]=[C:8]([CH:13]=[C:14]([N+:16]([O-:18])=[O:17])[CH:15]=1)[C:9]([OH:11])=[O:10] |f:2.3|. Procedure details: To a clean, dry 100 mL round bottom flask is added methyl 3-(2-fluorobenzyloxy)-5-nitrobenzoate (0.49 g, 1.6 mmole, 1 eq), methanol (5 mL) and 1M sodium hydroxide in water (20 mL). The reaction mixture was stirred at room temperature for 18 h and then quenched with 1M HCl and ethyl acetate. The product was extracted into the organic layer, dried over magnesium sulfate, filtered and evaporated. A white solid was obtained (0.4 g, 85% yield). Calc'd for C14H10NFO5; m/z (M+H+)=292; found 292. Reactants: [Li]CCCC, C1CCOC1, CCCCCC, [Cl-], O=C1Nc2ccc(Cl)cc2C1=O, O=C1Nc2ccc(Cl)cc2C1=O, [H-], COc1cc(C2OCC(C)(C)CO2)ccc1I, [NH4+], [Na+], [Na]. Product: COc1cc(C2OCC(C)(C)CO2)ccc1C1(O)C(=O)Nc2ccc(Cl)cc21. RXN SMILES: [CH2:1]([Li:2])[CH2:3][CH2:4][CH3:5].[CH2:58]1[O:59][CH2:60][CH2:61][CH2:62]1.[CH3:6][CH2:7][CH2:8][CH2:9][CH2:10][CH3:11].[Cl-:56].[Cl:30][c:31]1[cH:32][c:33]2[c:37]([cH:38][cH:39]1)[NH:36][C:35](=[O:40])[C:34]2=[O:41].[Cl:42][c:43]1[cH:44][c:45]2[c:46]([cH:47][cH:48]1)[NH:49][C:50](=[O:51])[C:52]2=[O:53].[H-:54].[I:12][c:13]1[c:14]([O:27][CH3:28])[cH:15][c:16]([CH:19]2[O:20][CH2:21][C:22]([CH3:25])([CH3:26])[CH2:23][O:24]2)[cH:17][cH:18]1.[NH4+:57].[Na+:55].[Na:29]>>[c:13]1([C:34]2([OH:41])[c:33]3[cH:32][c:31]([Cl:30])[cH:39][cH:38][c:37]3[NH:36][C:35]2=[O:40])[c:14]([O:27][CH3:28])[cH:15][c:16]([CH:19]2[O:20][CH2:21][C:22]([CH3:25])([CH3:26])[CH2:23][O:24]2)[cH:17][cH:18]1. Starting materials: C(CC(=O)C)(=O)OC(C)(C)C (tert.-butyl acetoacetate), ClC(C(C)=O)C (3-chloro-2-butanone), C(C)(=O)NCCN (2-acetylaminoethylamine). The product is C(C)(=O)NCCN1C(=C(C(=C1C)C)C(=O)OC(C)(C)C)C (tert.-Butyl 1-(2-acetylaminoethyl)-2,4,5-trimethylpyrrole-3-carboxylate). Reaction SMILES: [C:1]([O:7][C:8]([CH3:11])([CH3:10])[CH3:9])(=[O:6])[CH2:2][C:3]([CH3:5])=O.Cl[CH:13]([CH3:17])[C:14](=O)[CH3:15].[C:18]([NH:21][CH2:22][CH2:23][NH2:24])(=[O:20])[CH3:19]>>[C:18]([NH:21][CH2:22][CH2:23][N:24]1[C:14]([CH3:15])=[C:13]([CH3:17])[C:2]([C:1]([O:7][C:8]([CH3:11])([CH3:10])[CH3:9])=[O:6])=[C:3]1[CH3:5])(=[O:20])[CH3:19]. Reported procedure: By reaction of tert.-butyl acetoacetate with 3-chloro-2-butanone and 2-acetylaminoethylamine analogously to Example 1. The reactants are CCO, Cl, [H][H], [Na+], [OH-], O=C(O)CCC(=O)c1ccccc1. The product is O=C1CCC(c2ccccc2)O1. As a reaction SMILES: [CH3:19][CH2:20][OH:21].[ClH:14].[H:15][H:16].[Na+:18].[OH-:17].[c:1]1([C:7]([CH2:8][CH2:9][C:10](=[O:11])[OH:12])=[O:13])[cH:2][cH:3][cH:4][cH:5][cH:6]1>>[c:1]1([CH:7]2[CH2:8][CH2:9][C:10](=[O:12])[O:13]2)[cH:2][cH:3][cH:4][cH:5][cH:6]1. Reactants: [Li+].CC(C)[N-]C(C)C (LDA), C1OC=2C=C(C=CC2O1)CC(=O)OC (methyl 3,4-methylenedioxyphenylacetate), [NH4+].[Cl-] (NH4Cl), CI (MeI). Solvent: C1CCOC1 (THF). Run at temperature -15 celsius. The product is C1OC=2C=C(C=CC2O1)C(C(=O)OC)C (Methyl 2-(3,4-Methylenedioxyphenyl)propionate). Yield: 63.0%. Reaction SMILES: [Li+].[CH3:2]C([N-]C(C)C)C.[CH2:9]1[O:17][C:16]2[CH:15]=[CH:14][C:13]([CH2:18][C:19]([O:21][CH3:22])=[O:20])=[CH:12][C:11]=2[O:10]1.CI.[NH4+].[Cl-]>C1COCC1>[CH2:9]1[O:17][C:16]2[CH:15]=[CH:14][C:13]([CH:18]([CH3:2])[C:19]([O:21][CH3:22])=[O:20])=[CH:12][C:11]=2[O:10]1 |f:0.1,4.5|. Procedure details: To a solution of LDA in THF (60 mL) was added methyl 3,4-methylenedioxyphenylacetate (2 g, 10.3 mmol) at -78° C. and the solution was warmed to -15° C. for 45 min. MeI (4.39 g, 30.9 mmol) was added and the reaction was warmed to room temperature for 16 h. The reaction mixture was then poured to a separatory funnel containing NH4Cl (80 mL) and the product was extracted with EtOAc (2×150 mL) and dried over Na2SO4. The crude product obtained by removal of the solvent was purified by flash chromatog...